Dataset: the Open Reaction Database (ORD), a public repository of structured organic reaction records. Task: describe an organic reaction: reactants, conditions, products, and yield The reactants are C(C1=CC=CC=C1)OCCCCCC=1C=C(C=CC1)O (3-(benzyloxypentyl)-phenol), C(CCCC)OCCCCC (n-pentyl ether), crude mixture, Li2CuCl3, C(C)(C)(C)[Li] (t-butyl lithium), BrC=1C=C(C=CC1)O (3-bromo-phenol), C(CCCC)OCCCCC (n-pentyl ether), BrCCCCCOCC1=CC=CC=C1 (1-bromo-5-benzyloxy pentane). The reagents and catalysts are [Pd] (Pd on carbon). Run in C(C)O (ethanol), O1CCCC1 (tetrahydrofuran). Conditions: time 10 minute. Yields the product OCCCCCC=1C=C(C=CC1)O (3-(5-hydroxypentyl)-phenol), C(CCCC)OCCCCC (n-pentyl ether). As a reaction SMILES: C([Li])(C)(C)C.BrC1C=C(O)C=CC=1.[CH2:14]([O:19][CH2:20][CH2:21][CH2:22][CH2:23][CH3:24])[CH2:15][CH2:16][CH2:17][CH3:18].BrCCCCCOCC1C=CC=CC=1.C([O:46][CH2:47][CH2:48][CH2:49][CH2:50][CH2:51][C:52]1[CH:53]=[C:54]([OH:58])[CH:55]=[CH:56][CH:57]=1)C1C=CC=CC=1>O1CCCC1.C(O)C.[Pd]>[OH:46][CH2:47][CH2:48][CH2:49][CH2:50][CH2:51][C:52]1[CH:53]=[C:54]([OH:58])[CH:55]=[CH:56][CH:57]=1.[CH2:20]([O:19][CH2:14][CH2:15][CH2:16][CH2:17][CH3:18])[CH2:21][CH2:22][CH2:23][CH3:24]. Procedure: At a temperature of -78° C., 19.4 ml of t-butyl lithium (1.7M) is added to 4.0 gm of the above 3-bromo-phenol, n-pentyl ether in 50 mls tetrahydrofuran; and to this is added 3.3 ml of a freshly prepared solution of Li2CuCl3 (0.10M/THF). The mixture is stirred for 10 minutes, and then 4.35 grams of the 1-bromo-5-benzyloxy pentane are added. The reaction is allowed to warm slowly to ambient temperature over 12 hours and is then stirred an additional 24 hours before being quenched with silica gel. ...